From a dataset of the Open Reaction Database (ORD), a public repository of structured organic reaction records. describe an organic reaction: reactants, conditions, products, and yield RXN SMILES: [CH3:28][C:29](=[O:30])[CH3:31].[O:1]1[CH:2]([CH2:3][O:4][c:5]2[cH:6][cH:7][c:8]([CH2:11][C:12]([CH3:13])=[O:14])[cH:9][cH:10]2)[CH2:15]1.[c:16]1([N:22]2[CH2:23][CH2:24][NH:25][CH2:26][CH2:27]2)[cH:17][cH:18][cH:19][cH:20][cH:21]1>>[OH:1][CH:2]([CH2:3][O:4][c:5]1[cH:6][cH:7][c:8]([CH2:11][C:12]([CH3:13])=[O:14])[cH:9][cH:10]1)[CH2:15][N:25]1[CH2:24][CH2:23][N:22]([c:16]2[cH:17][cH:18][cH:19][cH:20][cH:21]2)[CH2:27][CH2:26]1. Yields the product CC(=O)Cc1ccc(OCC(O)CN2CCN(c3ccccc3)CC2)cc1. The reactants are CC(C)=O, CC(=O)Cc1ccc(OCC2CO2)cc1, c1ccc(N2CCNCC2)cc1. Procedure details: A solution of 6-oxiranyl-2-phenyl-4H-1,3-dioxino[5,4-b]pyridine (0.712 g) and N-[[4-[4-[[6-[(phenylmethyl)amino]hexyl]oxy]-1-butynyl]phenyl]methyl]pentanamide (1.25 g) in methanol (10 ml) was refluxed for 1l h. The methanol was evaporated to leave an oil which was purified by FCC eluting with ER to give the title compound as a yellow oil (1.02 g), t.l.c. ER:triethylamine (100:1) Rf 0.2 The solvent is CO (methanol). RXN SMILES: [O:1]1[CH2:3][CH:2]1[C:4]1[N:9]=[C:8]2[CH2:10][O:11][CH:12]([C:14]3[CH:19]=[CH:18][CH:17]=[CH:16][CH:15]=3)[O:13][C:7]2=[CH:6][CH:5]=1.[C:20]1([CH2:26][NH:27][CH2:28][CH2:29][CH2:30][CH2:31][CH2:32][CH2:33][O:34][CH2:35][CH2:36][C:37]#[C:38][C:39]2[CH:44]=[CH:43][C:42]([CH2:45][NH:46][C:47](=[O:52])[CH2:48][CH2:49][CH2:50][CH3:51])=[CH:41][CH:40]=2)[CH:25]=[CH:24][CH:23]=[CH:22][CH:21]=1>CO>[OH:1][CH:2]([C:4]1[N:9]=[C:8]2[CH2:10][O:11][CH:12]([C:14]3[CH:19]=[CH:18][CH:17]=[CH:16][CH:15]=3)[O:13][C:7]2=[CH:6][CH:5]=1)[CH2:3][N:27]([CH2:26][C:20]1[CH:25]=[CH:24][CH:23]=[CH:22][CH:21]=1)[CH2:28][CH2:29][CH2:30][CH2:31][CH2:32][CH2:33][O:34][CH2:35][CH2:36][C:37]#[C:38][C:39]1[CH:40]=[CH:41][C:42]([CH2:45][NH:46][C:47](=[O:52])[CH2:48][CH2:49][CH2:50][CH3:51])=[CH:43][CH:44]=1. Product: OC(CN(CCCCCCOCCC#CC1=CC=C(C=C1)CNC(CCCC)=O)CC1=CC=CC=C1)C1=CC=C2C(=N1)COC(O2)C2=CC=CC=C2 (N-[[4-[4-[[6-[[2-Hydroxy-2-(2-phenyl-4H-1,3-dioxino[5,4-b]pyridin-6-yl]ethyl](phenylmethyl)amino]hexyl]oxy]-1-butynyl]phenyl]methyl]pentanamide). Reactants: O1C(C1)C1=CC=C2C(=N1)COC(O2)C2=CC=CC=C2 (6-oxiranyl-2-phenyl-4H-1,3-dioxino[5,4-b]pyridine), C1(=CC=CC=C1)CNCCCCCCOCCC#CC1=CC=C(C=C1)CNC(CCCC)=O (N-[[4-[4-[[6-[(phenylmethyl)amino]hexyl]oxy]-1-butynyl]phenyl]methyl]pentanamide), 1l. Isolated yield 52.0%. The reactants are O (water), C(C)(C)OC(C)C (isopropyl ether), CC1=CC=C(C=C1)C(C(CC(CC(=O)OCC)(C)C)=O)C#N (ethyl 6-(4'-methylphenyl)-6-cyano-5-keto-3,3-dimethylhexanoate), O (water), S(O)(O)(=O)=O (sulfuric acid). Run in C(C)(=O)O (acetic acid). Yields the product CC1=CC=C(C=C1)C1C(CC(CC1=O)(C)C)=O (2-(4'-methylphenyl)-5,5-dimethyl-1,3-cyclohexanedione). The yield is 56.9%. As a reaction SMILES: [CH3:1][C:2]1[CH:7]=[CH:6][C:5]([CH:8](C#N)[C:9](=[O:20])[CH2:10][C:11]([CH3:19])([CH3:18])[CH2:12][C:13]([O:15]CC)=O)=[CH:4][CH:3]=1.O.S(=O)(=O)(O)O.C(OC(C)C)(C)C>C(O)(=O)C>[CH3:1][C:2]1[CH:3]=[CH:4][C:5]([CH:8]2[C:9](=[O:20])[CH2:10][C:11]([CH3:18])([CH3:19])[CH2:12][C:13]2=[O:15])=[CH:6][CH:7]=1. Procedure: A 3 liter flask was equipped with a mechanical stirrer, reflux condenser, addition funnel, N2 inlet, and thermometer. The flask was charged with 156.77 g (0.52 mol) of ethyl 6-(4'-methylphenyl)-6-cyano-5-keto-3,3-dimethylhexanoate dissolved in 370 ml of glacial acetic acid, followed by 132 ml of water, and finally 132 ml of conventrated sulfuric acid was added. The reaction mixture was refluxed for 48 hours, cooled to room temperature and 600 ml of water and 300 ml of isopropyl ether added. This... Starting materials: CCOC(=O)c1ccccc1NC(=O)c1ccc([N+](=O)[O-])cc1, CCOCC, CN(C)C=O, CCOC(C)=O, [H-], CI, [Na+]. Product: CCOC(=O)c1ccccc1N(C)C(=O)c1ccc([N+](=O)[O-])cc1. RXN SMILES: [CH2:1]([CH3:2])[O:3][C:4](=[O:5])[c:6]1[c:7]([NH:8][C:9]([c:10]2[cH:11][cH:12][c:13]([N+:16](=[O:17])[O-:18])[cH:14][cH:15]2)=[O:19])[cH:20][cH:21][cH:22][cH:23]1.[CH3:28][CH2:29][O:30][CH2:31][CH3:32].[CH3:33][N:34]([CH3:35])[CH:36]=[O:37].[CH3:38][CH2:39][O:40][C:41](=[O:42])[CH3:43].[H-:24].[I:26][CH3:27].[Na+:25]>>[CH2:1]([CH3:2])[O:3][C:4](=[O:5])[c:6]1[c:7]([N:8]([C:9]([c:10]2[cH:11][cH:12][c:13]([N+:16](=[O:17])[O-:18])[cH:14][cH:15]2)=[O:19])[CH3:28])[cH:20][cH:21][cH:22][cH:23]1.